describe an organic reaction: reactants, conditions, products, and yield From a dataset of the Open Reaction Database (ORD), a public repository of structured organic reaction records. The reactants are BrBr (Bromine), C(CCC)C=1SC=CC1 (2-butylthiophene). Run in C(Cl)(Cl)Cl (chloroform). Reaction conditions: time 10 minute. The product is BrC=1SC(=CC1)CCCC (2-Bromo-5-butylthiophene). Reaction SMILES: [Br:1]Br.[CH2:3]([C:7]1[S:8][CH:9]=[CH:10][CH:11]=1)[CH2:4][CH2:5][CH3:6]>C(Cl)(Cl)Cl>[Br:1][C:9]1[S:8][C:7]([CH2:3][CH2:4][CH2:5][CH3:6])=[CH:11][CH:10]=1. Reported procedure: Bromine, 5 ml (15.63 g or 0.0977 mol), was added to a solution of 15.2 g (0.108 mol) of 2-butylthiophene in 400 ml of chloroform. Following the addition, the mixture was stirred for 10 minutes at room temperature and was then washed with 10% aqueous sodium carbonate solution. The organic layer was separated, dried and evaporated and the remaining oil was distilled under high vacuum to yield a colorless oil. Nmr (CDCl3): 0.89 ppm (t, 3, J=7.5 Hz, CH3), 1.2-1.7 (m, 4, CH2CH2), 2.7 (t, 2, J=7.5 Hz,... Reactants: C(\C=C\CCCCCCC)(=O)O ((E)-2-decenoic acid), CN1CCNCC1 (1-methylpiperazine). Product: C(\C=C\CCCCCCC)(=O)N1CCN(CC1)C (1-((E)-2-Decenoyl)-4-methylpiperazine). As a reaction SMILES: [C:1]([OH:12])(=O)/[CH:2]=[CH:3]/[CH2:4][CH2:5][CH2:6][CH2:7][CH2:8][CH2:9][CH3:10].[CH3:13][N:14]1[CH2:19][CH2:18][NH:17][CH2:16][CH2:15]1>>[C:1]([N:17]1[CH2:18][CH2:19][N:14]([CH3:13])[CH2:15][CH2:16]1)(=[O:12])/[CH:2]=[CH:3]/[CH2:4][CH2:5][CH2:6][CH2:7][CH2:8][CH2:9][CH3:10]. Reported procedure: The same procedures as in Example 2 were carried out using (E)-2-decenoic acid and 1-methylpiperazine as starting raw materials, to produce an intended compound.